From a dataset of the Open Reaction Database (ORD), a public repository of structured organic reaction records. describe an organic reaction: reactants, conditions, products, and yield Starting materials: ClC1=C(CCOCCC(=O)OC(C)(C)C)C=CC=C1CN1CCC2(CN(CCO2)C(=O)C=2N=C(SC2)C(C)C)CC1 (tert-Butyl 3-(2-chloro-3-((4-(2-isopropylthiazole-4-carbonyl)-1-oxa-4,9-diazaspiro[5.5]undecan-9-yl)methyl)phenethoxy)propanoate), FC1=C(CCOCCC(=O)[O-])C=CC=C1CN1CCC2(CN(CCO2)C(=O)C=2N=C(SC2)C(C)C)CC1 (3-(2-fluoro-3-((4-(2-isopropylthiazole-4-carbonyl)-1-oxa-4,9-diazaspiro[5.5]undecan-9-yl)methyl)phenethoxy)propanoate). The product is ClC1=C(CCOCCC(=O)O)C=CC=C1CN1CCC2(CN(CCO2)C(=O)C=2N=C(SC2)C(C)C)CC1 (3-(2-chloro-3-((4-(2-isopropylthiazole-4-carbonyl)-1-oxa-4,9-diazaspiro[5.5]undecan-9-yl)methyl)phenethoxy)propanoic acid). RXN SMILES: [Cl:1][C:2]1[C:19]([CH2:20][N:21]2[CH2:41][CH2:40][C:24]3([O:29][CH2:28][CH2:27][N:26]([C:30]([C:32]4[N:33]=[C:34]([CH:37]([CH3:39])[CH3:38])[S:35][CH:36]=4)=[O:31])[CH2:25]3)[CH2:23][CH2:22]2)=[CH:18][CH:17]=[CH:16][C:3]=1[CH2:4][CH2:5][O:6][CH2:7][CH2:8][C:9]([O:11]C(C)(C)C)=[O:10].FC1C(CN2CCC3(OCCN(C(C4N=C(C(C)C)SC=4)=O)C3)CC2)=CC=CC=1CCOCCC([O-])=O>>[Cl:1][C:2]1[C:19]([CH2:20][N:21]2[CH2:22][CH2:23][C:24]3([O:29][CH2:28][CH2:27][N:26]([C:30]([C:32]4[N:33]=[C:34]([CH:37]([CH3:38])[CH3:39])[S:35][CH:36]=4)=[O:31])[CH2:25]3)[CH2:40][CH2:41]2)=[CH:18][CH:17]=[CH:16][C:3]=1[CH2:4][CH2:5][O:6][CH2:7][CH2:8][C:9]([OH:11])=[O:10]. Procedure details: Prepared by the method of Example 7, step d using tert-butyl 3-(2-chloro-3-((4-(2-isopropylthiazole-4-carbonyl)-1-oxa-4,9-diazaspiro[5.5]undecan-9-yl)methyl)phenethoxy)propanoate [Example 27, step c] (0.93 g) in place of tert-butyl. 3-(2-fluoro-3-((4-(2-isopropylthiazole-4-carbonyl)-1-oxa-4,9-diazaspiro[5.5]undecan-9-yl)methyl)phenethoxy)propanoate. Yield 0.76 g. The reactants are B(Br)(Br)Br (BBr3), ClC1=CC=C(C=C1)C1=NN(C=2CCNCCC12)CC1=CC(=C(C=C1)OC)F (3-(4-Chloro-phenyl)-1-(3-fluoro-4-methoxy-benzyl)-1,4,5,6,7,8-hexahydro-1,2,6-triaza-azulene). Solvent: C(Cl)Cl (CH2Cl2). Conditions: time 1 hour. Yields the product ClC1=CC=C(C=C1)C1=NN(C=2CCNCCC12)CC1=CC(=C(C=C1)O)F (4-[3-(4-Chloro-phenyl)-5,6,7,8-tetrahydro-4H-1,2,6-triaza-azulen-1-ylmethyl]-2-fluoro-phenol). Isolated yield 75.5%. As a reaction SMILES: B(Br)(Br)Br.[Cl:5][C:6]1[CH:11]=[CH:10][C:9]([C:12]2[C:21]3[CH2:20][CH2:19][NH:18][CH2:17][CH2:16][C:15]=3[N:14]([CH2:22][C:23]3[CH:28]=[CH:27][C:26]([O:29]C)=[C:25]([F:31])[CH:24]=3)[N:13]=2)=[CH:8][CH:7]=1>C(Cl)Cl>[Cl:5][C:6]1[CH:11]=[CH:10][C:9]([C:12]2[C:21]3[CH2:20][CH2:19][NH:18][CH2:17][CH2:16][C:15]=3[N:14]([CH2:22][C:23]3[CH:28]=[CH:27][C:26]([OH:29])=[C:25]([F:31])[CH:24]=3)[N:13]=2)=[CH:8][CH:7]=1. Procedure: BBr3 (0.13 mL) was added slowly to a 0° C. solution of 0.022 g of 3-(4-chloro-phenyl)-1-(3-fluoro-4-methoxy-benzyl)-1,4,5,6,7,8-hexahydro-1,2,6-triaza-azulene (Example 96) in CH2Cl2 (20 mL). After 1 h, the mixture was warmed to RT and stirred for 18 h. The reaction was then cooled back to 0° C. and quenched by the addition of 5 mL of satd. aq. NaHCO3. The aqueous layer was extracted with methanolic CH2Cl2 (2×). The combined organic layers were dried over Na2SO4 and concentrated. The crude oil wa... Starting materials: CCN=C=NCCCN(C)C.Cl (EDCI hydrochloride), CC(COC1=C(C=CC=C1OC(F)F)/C=C/C=1N=C2N(C=CC=C2)C1C(=O)O)(C)C (2-{(E)-2-[2-(2,2-Dimethylpropoxy)-3-(difluoromethoxy)phenyl]vinyl}imidazo[1,2-a]pyridine-3-carboxylic acid), C1(CC1)C=1N=C(SC1)N (4-cyclopropyl-1,3-thiazol-2-amine). Reagents/catalysts: CN(C)C=1C=CN=CC1 (DMAP). The solvent is C1CCOC1 (THF), CN(C)C=O (DMF). Yields the product CC(COC1=C(C=CC=C1OC(F)F)/C=C/C=1N=C2N(C=CC=C2)C1C(=O)NC=1SC=C(N1)C1CC1)(C)C (2-{(E)-2-[2-(2,2-Dimethylpropoxy)-3-(difluoromethoxy)phenyl]vinyl}-N-(4-cyclo-propyl-1,3-thiazol-2-yl)imidazo[1,2-a]pyridine-3-carboxamide), product. As a reaction SMILES: [CH3:1][C:2]([CH3:30])([CH3:29])[CH2:3][O:4][C:5]1[C:10]([O:11][CH:12]([F:14])[F:13])=[CH:9][CH:8]=[CH:7][C:6]=1/[CH:15]=[CH:16]/[C:17]1[N:18]=[C:19]2[CH:24]=[CH:23][CH:22]=[CH:21][N:20]2[C:25]=1[C:26]([OH:28])=O.[CH:31]1([C:34]2[N:35]=[C:36]([NH2:39])[S:37][CH:38]=2)[CH2:33][CH2:32]1.CCN=C=NCCCN(C)C.Cl>CN(C1C=CN=CC=1)C.C1COCC1.CN(C=O)C>[CH3:1][C:2]([CH3:29])([CH3:30])[CH2:3][O:4][C:5]1[C:10]([O:11][CH:12]([F:13])[F:14])=[CH:9][CH:8]=[CH:7][C:6]=1/[CH:15]=[CH:16]/[C:17]1[N:18]=[C:19]2[CH:24]=[CH:23][CH:22]=[CH:21][N:20]2[C:25]=1[C:26]([NH:39][C:36]1[S:37][CH:38]=[C:34]([CH:31]2[CH2:33][CH2:32]2)[N:35]=1)=[O:28] |f:2.3|. Reported procedure: The title compound was prepared according to the general procedure (Method B) by coupling Intermediate 13 (100 mg, 0.240 mmol) with 4-cyclopropyl-1,3-thiazol-2-amine (37 mg, 0.264 mmol) in the presence of EDCI hydrochloride (91 mg, 0.480 mmol) and DMAP (27 mg, 0.240 mmol) in a mixture of THF and DMF (1:1, 4 mL) to give 35 mg of the product as an off-white solid; 1H NMR (300 MHz, CDCl3) δ 0.79-0.85 (m, 2H), 1.05 (s, 9H), 1.20-1.26 (m, 2H), 1.95-2.01 (m, 1H), 3.58 (d, J=5.4 Hz, 2H), 6.60-6.71 (m, ... Starting materials: hexanes ethyl acetate, S1C(=CC=C1)C(=O)O (2-Thiophene-carboxylic acid), C(CCC)[Li] (n-Butyllithium), Cl (HCl), C1=CC=C(C=C1)S(=O)(=O)N(F)S(=O)(=O)C2=CC=CC=C2 (N-fluorobenzenesulfonimide). Run in C1CCOC1 (THF), C(C)OCC (diethyl ether), hexanes, C1CCOC1 (THF). Run at temperature -78 celsius. Yields the product FC1=C(SC=C1)C(=O)O (3-Fluoro-2-thiophenecarboxylic Acid), solid. Yield: 40.0%. As a reaction SMILES: [S:1]1[CH:5]=[CH:4][CH:3]=[C:2]1[C:6]([OH:8])=[O:7].C([Li])CCC.C1C=CC(S(N(S(C2C=CC=CC=2)(=O)=O)[F:24])(=O)=O)=CC=1.Cl>C1COCC1.C(OCC)C>[F:24][C:3]1[CH:4]=[CH:5][S:1][C:2]=1[C:6]([OH:8])=[O:7]. Reported procedure: 2-Thiophene-carboxylic acid (1.7 g, 13.3 mmol) was dissolved in anhydrous THF (30 mL) and the solution was cooled to −78° C. under Ar, with stirring. n-Butyllithium (18.3 mL, 29.3 mmol) in hexanes was added to the above solution and the mixture was stirred for 30 min. A solution of N-fluorobenzenesulfonimide (5 g, 15.9 mmol) in THF (30 mL) was then added and the resulting solution was stirred at −78° C. for 4 h and allowed to warm to ambient temperature over a period of 6 h. The reaction was dil... Reactants: N1(CCCC1)[C@@H]1[C@@H](CCC1)N (cis-2-pyrrolidin-1-yl-cyclopentylamine), N1(CCCC1)[C@@H]1[C@@H](CCC1)N (cis-2-pyrrolidin-1-yl-cyclopentylamine), C(C)(C)OC1=C(C(=O)O)C=CC(=C1)C(F)(F)F (2-isopropoxy-4-trifluoromethyl-benzoic acid). Yields the product C(C)(C)OC1=C(C(=O)NC2C(CCC2)N2CCCC2)C=CC(=C1)C(F)(F)F (2-Isopropoxy-N-((1SR,2RS)-2-pyrrolidin-1-yl-cyclopentyl)-4-trifluoromethyl-benzamide). RXN SMILES: [N:1]1([C@H:6]2[CH2:10][CH2:9][CH2:8][C@H:7]2[NH2:11])[CH2:5][CH2:4][CH2:3][CH2:2]1.[CH:12]([O:15][C:16]1[CH:24]=[C:23]([C:25]([F:28])([F:27])[F:26])[CH:22]=[CH:21][C:17]=1[C:18](O)=[O:19])([CH3:14])[CH3:13]>>[CH:12]([O:15][C:16]1[CH:24]=[C:23]([C:25]([F:26])([F:27])[F:28])[CH:22]=[CH:21][C:17]=1[C:18]([NH:11][CH:7]1[CH2:8][CH2:9][CH2:10][CH:6]1[N:1]1[CH2:2][CH2:3][CH2:4][CH2:5]1)=[O:19])([CH3:14])[CH3:13]. Reported procedure: The title compound, light brown oil, MS: m/e=385.2 [(M+H)+], was prepared in accordance with the general method of example 5 from cis-2-pyrrolidin-1-yl-cyclopentylamine (intermediate Q) and 2-isopropoxy-4-trifluoromethyl-benzoic acid (intermediate AF). Reactants: NCCCSC1=CC=NC=C1 (4-(3-aminopropylthio)pyridine), C(C=1C(C(=O)O)=CC=CC1)(=O)O (phthalic acid). The solvent is C(Cl)Cl (methylene chloride). Yields the product C(=O)(O)C1=C(C(=O)NCCCSC2=CC=NC=C2)C=CC=C1 (4-[3-(2-carboxybenzoylamino)propylthio]pyridine). The yield is 92.3%. Reaction SMILES: [NH2:1][CH2:2][CH2:3][CH2:4][S:5][C:6]1[CH:11]=[CH:10][N:9]=[CH:8][CH:7]=1.[C:12](O)(=[O:22])[C:13]1[C:14](=[CH:18][CH:19]=[CH:20][CH:21]=1)[C:15]([OH:17])=[O:16]>C(Cl)Cl>[C:15]([C:14]1[CH:18]=[CH:19][CH:20]=[CH:21][C:13]=1[C:12]([NH:1][CH2:2][CH2:3][CH2:4][S:5][C:6]1[CH:11]=[CH:10][N:9]=[CH:8][CH:7]=1)=[O:22])([OH:17])=[O:16]. Reported procedure: A solution of 340 mg (2.02 mmol) of 4-(3-aminopropylthio)pyridine and 738 mg (4.98 mmol) of anhydrous phthalic acid in 5 ml of methylene chloride was stirred at room temperature for 30 minutes. The resulting crystals were filtered and dried to obtain 590 mg of the desired compound (92.3%, colorless powder), mp: 151.0°-153.3° C. The reactants are C(C1=CC=CC=C1)OC(=O)NC1=CN=C(N(C1=O)CC(=O)O)C1=C(C=CC=C1)C ([5-benzyloxycarbonylamino-6-oxo-2-(o-tolyl)-1,6-dihydro-1-pyrimidinyl]acetic acid), NC(C(C(F)(F)F)O)CC1=CC=CC=C1 (3-amino-1,1,1-trifluoro-4-phenyl-2-butanol), CCN=C=NCCCN(C)C.Cl (WSCI hydrochloride), C=1C=CC2=C(C1)N=NN2O (HOBT). The solvent is CN(C)C=O (DMF). Yields the product C(C1=CC=CC=C1)OC(=O)NC1=CN=C(N(C1=O)CC(=O)NC(C(C(F)(F)F)O)CC1=CC=CC=C1)C1=C(C=CC=C1)C (2-[5-Benzyloxycarbonylamino-6-oxo-2-(o-tolyl)-1,6-dihydro-1-pyrimidyl]-N-(1-benzyl-3,3,3-trifluoro-2-hydroxypropyl)acetamide), C(C1=CC=CC=C1)OC(=O)NC1=CN=C(N(C1=O)CC(=O)NC(C(C(F)(F)F)=O)CC1=CC=CC=C1)C1=C(C=CC=C1)C (2-[5-benzyloxycarbonylamino-6-oxo-2-(o-tolyl)-1,6-dihydro-1-pyrimidinyl]-N-(1-benzyl-3,3,3-trifluoro-2-oxopropyl)-acetamide), target compound. Isolated yield 92.0%. As a reaction SMILES: [CH2:1]([O:8][C:9]([NH:11][C:12]1[C:17](=[O:18])[N:16]([CH2:19][C:20](O)=[O:21])[C:15]([C:23]2[CH:28]=[CH:27][CH:26]=[CH:25][C:24]=2[CH3:29])=[N:14][CH:13]=1)=[O:10])[C:2]1[CH:7]=[CH:6][CH:5]=[CH:4][CH:3]=1.[NH2:30][CH:31]([CH2:38][C:39]1[CH:44]=[CH:43][CH:42]=[CH:41][CH:40]=1)[CH:32]([OH:37])[C:33]([F:36])([F:35])[F:34].CCN=C=NCCCN(C)C.Cl.C1C=CC2N(O)N=NC=2C=1>CN(C=O)C>[CH2:1]([O:8][C:9]([NH:11][C:12]1[C:17](=[O:18])[N:16]([CH2:19][C:20]([NH:30][CH:31]([CH2:38][C:39]2[CH:44]=[CH:43][CH:42]=[CH:41][CH:40]=2)[CH:32]([OH:37])[C:33]([F:34])([F:35])[F:36])=[O:21])[C:15]([C:23]2[CH:28]=[CH:27][CH:26]=[CH:25][C:24]=2[CH3:29])=[N:14][CH:13]=1)=[O:10])[C:2]1[CH:3]=[CH:4][CH:5]=[CH:6][CH:7]=1.[CH2:1]([O:8][C:9]([NH:11][C:12]1[C:17](=[O:18])[N:16]([CH2:19][C:20]([NH:30][CH:31]([CH2:38][C:39]2[CH:44]=[CH:43][CH:42]=[CH:41][CH:40]=2)[C:32](=[O:37])[C:33]([F:34])([F:35])[F:36])=[O:21])[C:15]([C:23]2[CH:28]=[CH:27][CH:26]=[CH:25][C:24]=2[CH3:29])=[N:14][CH:13]=1)=[O:10])[C:2]1[CH:3]=[CH:4][CH:5]=[CH:6][CH:7]=1 |f:2.3|. Reported procedure: 2-[5-Benzyloxycarbonylamino-6-oxo-2-(o-tolyl)-1,6-dihydro-1-pyrimidyl]-N-(1-benzyl-3,3,3-trifluoro-2-hydroxypropyl)acetamide was synthesized in the same manner as in Example 1. That is, [5-benzyloxycarbonylamino-6-oxo-2-(o-tolyl)-1,6-dihydro-1-pyrimidinyl]acetic acid (title compound in Reference Example 12, 1.20 g, 3.05 mmol) was treated with 3-amino-1,1,1-trifluoro-4-phenyl-2-butanol (title compound in Reference Example 1, 709 mg, 3.23 mmol), WSCI hydrochloride (701 mg, 3.66 mmol) and HOBT (824...